This data is from the Open Reaction Database (ORD), a public repository of structured organic reaction records. The task is: describe an organic reaction: reactants, conditions, products, and yield The reactants are ClC1=NC=C(C=C1)CBr (2-chloro-5-bromomethylpyridine), ClC1=C(C=CC(=C1)[N+](=O)[O-])O (2-Chloro-4-nitrophenol), [H-].[Na+] (sodium hydride). The solvent is O (water), C1CCOC1 (THF), C1CCOC1 (THF). The product is ClC1=NC=C(C=C1)COC1=C(C=C(C=C1)[N+](=O)[O-])Cl (2-chloro-5-(2-chloro-4-nitrophenoxy)methylpyridine). As a reaction SMILES: [Cl:1][C:2]1[CH:7]=[C:6]([N+:8]([O-:10])=[O:9])[CH:5]=[CH:4][C:3]=1[OH:11].[H-].[Na+].[Cl:14][C:15]1[CH:20]=[CH:19][C:18]([CH2:21]Br)=[CH:17][N:16]=1>C1COCC1.O>[Cl:14][C:15]1[CH:20]=[CH:19][C:18]([CH2:21][O:11][C:3]2[CH:4]=[CH:5][C:6]([N+:8]([O-:10])=[O:9])=[CH:7][C:2]=2[Cl:1])=[CH:17][N:16]=1 |f:1.2|. Procedure details: 2-Chloro-4-nitrophenol (17.4 mmol) in 15 ml of THF is slowly added to a stirring suspension of sodium hydride (17.4 mmol) in 25 ml of THF. After gas evolution has ceased, 2-chloro-5-bromomethylpyridine is added and the mixture is heated under reflux overnight. The reaction is diluted with water, extracted with chloroform, washed with water, dried and stripped to give 2-chloro-5-(2-chloro-4-nitrophenoxy)methylpyridine. The reactants are BrC=1C(=C(SC1)C1=C(N=C2N1N=C(C=C2C(CC)CC)C)C)C (3-(4-bromo-3-methyl-thiophen-2-yl)-8-(1-ethyl-propyl)-2,6-dimethyl-imidazo[1,2-b]pyridazine), C1CCOC1 (THF), BrC1=NC=NN1C (5-bromo-1-methyl-1H-[1,2,4]triazole), C1CCOC1 (THF). Reagents/catalysts: C1=CC=C(C=C1)P([C-]2C=CC=C2)C3=CC=CC=C3.C1=CC=C(C=C1)P([C-]2C=CC=C2)C3=CC=CC=C3.Cl[Pd]Cl.[Fe+2] (PdCl2(dppf)), [Zn] (Zn), [Zn] (Zn). The solvent is CCOC(=O)C (EtOAc). Reaction conditions: temperature 65 celsius, time 1 hour. Yields the product C(C)C(CC)C=1C=2N(N=C(C1)C)C(=C(N2)C)C=2SC=C(C2C)C=2N(N=CN2)C (8-(1-ethyl-propyl)-2,6-dimethyl-3-[3-methyl-4-(2-methyl-2H-[1,2,4]triazol-3-yl)-thiophen-2-yl]-imidazo[1,2-b]pyridazine). The yield is 19.0%. RXN SMILES: C1COCC1.Br[C:7]1[N:11]([CH3:12])[N:10]=[CH:9][N:8]=1.Br[C:14]1[C:15]([CH3:35])=[C:16]([C:19]2[N:23]3[N:24]=[C:25]([CH3:33])[CH:26]=[C:27]([CH:28]([CH2:31][CH3:32])[CH2:29][CH3:30])[C:22]3=[N:21][C:20]=2[CH3:34])[S:17][CH:18]=1>CCOC(C)=O.[Zn].C1C=CC(P(C2C=CC=CC=2)[C-]2C=CC=C2)=CC=1.C1C=CC(P(C2C=CC=CC=2)[C-]2C=CC=C2)=CC=1.Cl[Pd]Cl.[Fe+2]>[CH2:29]([CH:28]([C:27]1[C:22]2[N:23]([C:19]([C:16]3[S:17][CH:18]=[C:14]([C:7]4[N:11]([CH3:12])[N:10]=[CH:9][N:8]=4)[C:15]=3[CH3:35])=[C:20]([CH3:34])[N:21]=2)[N:24]=[C:25]([CH3:33])[CH:26]=1)[CH2:31][CH3:32])[CH3:30] |f:5.6.7.8|. Procedure: To a slurry of 0.05 g/mL of Reike® Zn in THF (3.0 mL, 2.29 mmol) is added a solution of 5-bromo-1-methyl-1H-[1,2,4]triazole and THF (2 mL). The solution was heated at 65° C. for 1 hour, cooled to ambient temperature and the excess Zn allowed to settle for 1 hour. The solution was transferred to a flask containing 3-(4-bromo-3-methyl-thiophen-2-yl)-8-(1-ethyl-propyl)-2,6-dimethyl-imidazo[1,2-b]pyridazine (example Rupp-152) (0.32 g, 0.70 mmol) and PdCl2(dppf) (0.028 g, 0.038 mmol). The solution is... Starting materials: Brc1ccc2c(ccn2C2CCOCC2)c1, CC(C)(C)P(C(C)(C)C)C(C)(C)C, C[Si](C)(C)[N-][Si](C)(C)C, [Li+], O=C(C=Cc1ccccc1)C=Cc1ccccc1, O=C(C=Cc1ccccc1)C=Cc1ccccc1, O=C(C=Cc1ccccc1)C=Cc1ccccc1, C1CCOC1, [Pd], [Pd]. Product: Nc1ccc2c(ccn2C2CCOCC2)c1. RXN SMILES: [Br:1][c:2]1[cH:3][c:4]2[cH:5][cH:6][n:7]([CH:11]3[CH2:12][CH2:13][O:14][CH2:15][CH2:16]3)[c:8]2[cH:9][cH:10]1.[C:17]([P:18]([C:19]([CH3:20])([CH3:21])[CH3:22])[C:23]([CH3:24])([CH3:25])[CH3:26])([CH3:27])([CH3:28])[CH3:29].[CH3:30][Si:31]([N-:34][Si:32]([CH3:33])([CH3:35])[CH3:36])([CH3:37])[CH3:38].[Li+:39].[O:42]=[C:43]([CH:44]=[CH:45][c:46]1[cH:47][cH:48][cH:49][cH:50][cH:51]1)[CH:52]=[CH:53][c:54]1[cH:55][cH:56][cH:57][cH:58][cH:59]1.[O:60]=[C:61]([CH:62]=[CH:63][c:64]1[cH:65][cH:66][cH:67][cH:68][cH:69]1)[CH:70]=[CH:71][c:72]1[cH:73][cH:74][cH:75][cH:76][cH:77]1.[O:78]=[C:79]([CH:80]=[CH:81][c:82]1[cH:83][cH:84][cH:85][cH:86][cH:87]1)[CH:88]=[CH:89][c:90]1[cH:91][cH:92][cH:93][cH:94][cH:95]1.[O:96]1[CH2:97][CH2:98][CH2:99][CH2:100]1.[Pd:40].[Pd:41]>>[c:2]1([NH2:34])[cH:3][c:4]2[cH:5][cH:6][n:7]([CH:11]3[CH2:12][CH2:13][O:14][CH2:15][CH2:16]3)[c:8]2[cH:9][cH:10]1. The reactants are O1C(OCC1)C1=CC=C(C=C1)C1=CC(=CC=C1)CNC(C1=CC=CC=C1)=O (N-(4′-[1,3]dioxolan-2-ylbiphenyl-3-ylmethyl)benzamide), CC(C)([O-])C.[K+] (potassium tert-butoxide), 15, ICC (iodoethane). Solvent: C1CCOC1 (THF). Conditions: time 3 hour. The product is O1C(OCC1)C1=CC=C(C=C1)C1=CC(=CC=C1)CN(C(C1=CC=CC=C1)=O)CC (N-(4′-[1,3]Dioxolan-2-ylbiphenyl-3-ylmethyl)-N-ethylbenzamide). Isolated yield 60.7%. RXN SMILES: [O:1]1[CH2:5][CH2:4][O:3][CH:2]1[C:6]1[CH:11]=[CH:10][C:9]([C:12]2[CH:17]=[CH:16][CH:15]=[C:14]([CH2:18][NH:19][C:20](=[O:27])[C:21]3[CH:26]=[CH:25][CH:24]=[CH:23][CH:22]=3)[CH:13]=2)=[CH:8][CH:7]=1.[CH3:28][C:29](C)([O-])C.[K+].ICC>C1COCC1>[O:1]1[CH2:5][CH2:4][O:3][CH:2]1[C:6]1[CH:7]=[CH:8][C:9]([C:12]2[CH:17]=[CH:16][CH:15]=[C:14]([CH2:18][N:19]([CH2:28][CH3:29])[C:20](=[O:27])[C:21]3[CH:22]=[CH:23][CH:24]=[CH:25][CH:26]=3)[CH:13]=2)=[CH:10][CH:11]=1 |f:1.2|. Procedure: 600 mg (1.7 mmol) of N-(4′-[1,3]dioxolan-2-ylbiphenyl-3-ylmethyl)benzamide, 5 ml of THF and 206 mg (1.85 mmol) of potassium tert-butoxide are introduced into a three-necked flask under nitrogen. 300 μl 15 (3.7 mmol) of iodoethane are added dropwise. The reaction mixture is stirred at room temperature for 3 hours, extracted with ethyl acetate, washed with water, dried over magnesium sulfate, filtered and evaporated. The residue obtained is purified by chromatography on a column of silica eluted w... Reactants: C(C1=CC=CC=C1)Br (benzyl bromide), C1(=CC=C(C=C1)P(C1=CC=C(C=C1)C)C1=CC=C(C=C1)C)C (tri-p-tolyl phosphine), P(O)(O)(O)=O (phosphoric acid). Run in C1(=CC=CC=C1)C (toluene). Run at temperature 35 celsius. Product: [Br-].C(C1=CC=CC=C1)[P+](C1=CC=C(C=C1)C)(C1=CC=C(C=C1)C)C1=CC=C(C=C1)C (Benzyltri-p-tolyl Phosphonium Bromide). As a reaction SMILES: [C:1]1([CH3:22])[CH:6]=[CH:5][C:4]([P:7]([C:15]2[CH:20]=[CH:19][C:18]([CH3:21])=[CH:17][CH:16]=2)[C:8]2[CH:13]=[CH:12][C:11]([CH3:14])=[CH:10][CH:9]=2)=[CH:3][CH:2]=1.[CH2:23]([Br:30])[C:24]1[CH:29]=[CH:28][CH:27]=[CH:26][CH:25]=1.P(=O)(O)(O)O>C1(C)C=CC=CC=1>[Br-:30].[CH2:23]([P+:7]([C:4]1[CH:5]=[CH:6][C:1]([CH3:22])=[CH:2][CH:3]=1)([C:15]1[CH:16]=[CH:17][C:18]([CH3:21])=[CH:19][CH:20]=1)[C:8]1[CH:13]=[CH:12][C:11]([CH3:14])=[CH:10][CH:9]=1)[C:24]1[CH:29]=[CH:28][CH:27]=[CH:26][CH:25]=1 |f:4.5|. Reported procedure: Into a 50 milliliter glass reactor equipped with a thermometer connected to a temperature controller, a heating mantle, a condenser and a magnetic stirring bar, is charged 5.39 gms, (0.0177 mole) of tri-p-tolyl phosphine and 23 gms of toluene. The slurry is heated to 35° C., then 3.6 gms (0.0211 mole) of benzyl bromide is added. This reaction mass is heated to 40° C. in 0.25 hour and maintained for 4 hours, then cooled to 29° C. and the resulting phosphonium salt collected by filtration. The sal... The reactants are C(=O)=O (carbon dioxide), O1COC2=C1C=CC=C2O (1,3-benzodioxol-4-ol), C1(OCCO1)=O (ethylene carbonate), C(=O)([O-])[O-].[K+].[K+] (K2CO3). Run in CN(C)C=O (DMF). Reaction conditions: temperature 150 celsius. Product: O1COC2=C1C=CC=C2OCCO (2-(1,3-Benzodioxol-4-yloxy)ethanol). Yield: 65.0%. As a reaction SMILES: [O:1]1[C:5]2[CH:6]=[CH:7][CH:8]=[C:9]([OH:10])[C:4]=2[O:3][CH2:2]1.C1(=O)O[CH2:14][CH2:13][O:12]1.C([O-])([O-])=O.[K+].[K+].C(=O)=O>CN(C=O)C>[O:1]1[C:5]2[CH:6]=[CH:7][CH:8]=[C:9]([O:10][CH2:14][CH2:13][OH:12])[C:4]=2[O:3][CH2:2]1 |f:2.3.4|. Procedure details: A mixture of 1,3-benzodioxol-4-ol* (0.74 g, 5:36 mmol), ethylene carbonate (0.47 g, 5.3 mmol) and K2CO3 (0.67 g, 4.8 mmol) in DMF (30 mL) was heated at 150° C. After the evolution of carbon dioxide had ceased (1 h), the reaction mixture was filtered and concentrated. The crude product was purified by chromatography on silica gel using petroleum ether/EtOAc (70:30) as eluent to give 0.64 g (65%) of the title product as an oil which spontaneously crystallized to a white solid: mp 56-57° C. Anal. (...